This data is from the Open Reaction Database (ORD), a public repository of structured organic reaction records. The task is: describe an organic reaction: reactants, conditions, products, and yield Reagents/catalysts: C=1C=CC(=CC1)/C=C/C(=O)/C=C/C2=CC=CC=C2.C=1C=CC(=CC1)/C=C/C(=O)/C=C/C2=CC=CC=C2.C=1C=CC(=CC1)/C=C/C(=O)/C=C/C2=CC=CC=C2.[Pd].[Pd] (tris(dibenzylideneacetone)dipalladium(0)). Run in O1CCOCC1 (1,4-dioxane). Run at temperature 95 celsius. Starting materials: BrC=1C=CC=2N(C1)C(=CN2)C(=O)OCC (ethyl 6-bromoimidazo[1,2-a]pyridine-3-carboxylate), C(C=C)(=O)OC(C)(C)C (tert-butyl acrylate), [B-](F)(F)(F)F.CC(C)(C)[PH+](C(C)(C)C)C(C)(C)C ([(t-Bu)3PH]BF4), C1(CCCCC1)CNCC1CCCCC1 (N,N-dicyclohexylmethylamine). Product: C(C)(C)(C)OC(C=CC=1C=CC=2N(C1)C(=CN2)C(=O)OCC)=O (ethyl 6-(3-(tert-butoxy)-3-oxoprop-1-en-1-yl)imidazo[1,2-a]pyridine-3-carboxylate). Procedure details: A stirring mixture of ethyl 6-bromoimidazo[1,2-a]pyridine-3-carboxylate (24s) (500 mg, 1.86 mmol), tert-butyl acrylate (408 uL, 2.79 mmol), tris(dibenzylideneacetone)dipalladium(0) (51 mg, 0.056 mmol), [(t-Bu)3PH]BF4 (27 mg, 0.093 mmol) and N,N-dicyclohexylmethylamine (738 uL, 3.48 mmol) in anhydrous 1,4-dioxane (5 mL) was heated at 95° C. overnight. The reaction was cooled to room temperature and filtered. The solvent was concentrated and the crude product was purified by silica chromatography ... RXN SMILES: Br[C:2]1[CH:3]=[CH:4][C:5]2[N:6]([C:8]([C:11]([O:13][CH2:14][CH3:15])=[O:12])=[CH:9][N:10]=2)[CH:7]=1.[C:16]([O:20][C:21]([CH3:24])([CH3:23])[CH3:22])(=[O:19])[CH:17]=[CH2:18].[B-](F)(F)(F)F.CC([PH+](C(C)(C)C)C(C)(C)C)(C)C.C1(CNCC2CCCCC2)CCCCC1>O1CCOCC1.C1C=CC(/C=C/C(/C=C/C2C=CC=CC=2)=O)=CC=1.C1C=CC(/C=C/C(/C=C/C2C=CC=CC=2)=O)=CC=1.C1C=CC(/C=C/C(/C=C/C2C=CC=CC=2)=O)=CC=1.[Pd].[Pd]>[C:21]([O:20][C:16](=[O:19])[CH:17]=[CH:18][C:2]1[CH:3]=[CH:4][C:5]2[N:6]([C:8]([C:11]([O:13][CH2:14][CH3:15])=[O:12])=[CH:9][N:10]=2)[CH:7]=1)([CH3:24])([CH3:23])[CH3:22] |f:2.3,6.7.8.9.10|. Reactants: [Al+3], CC(=O)Nc1c(C)cc(C#N)cc1Cl, C1CCOC1, [H-], [H-], [H-], [H-], [Li+], Cc1cc(CN)cc(Cl)c1N. Product: CC(=O)Nc1c(C)cc(CN)cc1Cl. RXN SMILES: [Al+3:27].[C:1]([CH3:2])(=[O:3])[NH:4][c:5]1[c:6]([Cl:14])[cH:7][c:8]([C:9]#[N:10])[cH:11][c:12]1[CH3:13].[CH2:32]1[O:33][CH2:34][CH2:35][CH2:36]1.[H-:26].[H-:29].[H-:30].[H-:31].[Li+:28].[NH2:15][c:16]1[c:17]([CH3:18])[cH:19][c:20]([CH2:21][NH2:22])[cH:23][c:24]1[Cl:25]>>[C:1]([CH3:2])(=[O:3])[NH:4][c:5]1[c:6]([Cl:14])[cH:7][c:8]([CH2:9][NH2:10])[cH:11][c:12]1[CH3:13]. The reactants are C1(CCCC1)N1N=C(C2=C1C(N(CC2)CC2=CC=C(C=C2)OC)=O)CC (1-cyclopentyl-3-ethyl-6-(4-methoxybenzyl)-1,4,5,6-tetrahydropyrazolo[3,4-c]pyridin-7-one), C(Cl)Cl (methylene chloride), FC(C(=O)O)(F)F (trifluoroacetic acid), CS(=O)(=O)O (Methanesulfonic acid). The solvent is O (water). Run at temperature 70 celsius. The product is C1(CCCC1)N1N=C(C2=C1C(NCC2)=O)CC (1-Cyclopentyl-3-ethyl-1,4,5,6-tetrahydropyrazolo[3,4-c]pyridin-7-one). As a reaction SMILES: [CH:1]1([N:6]2[C:10]3[C:11](=[O:24])[N:12](CC4C=CC(OC)=CC=4)[CH2:13][CH2:14][C:9]=3[C:8]([CH2:25][CH3:26])=[N:7]2)[CH2:5][CH2:4][CH2:3][CH2:2]1.FC(F)(F)C(O)=O.CS(O)(=O)=O.C(Cl)Cl>O>[CH:1]1([N:6]2[C:10]3[C:11](=[O:24])[NH:12][CH2:13][CH2:14][C:9]=3[C:8]([CH2:25][CH3:26])=[N:7]2)[CH2:5][CH2:4][CH2:3][CH2:2]1. Procedure details: The reaction mixture from Example 8 was cooled to 55° C. and slowly thereto trifluoroacetic acid (87.3 kg, 764 moles) was added while keeping the temperature between 50-60° C. The first ⅓ of the charge was exothermic and required external cooling. Methanesulfonic acid (6342 ml, 97.7 moles) was added and the reaction was warmed to ˜70° C. for two hours. The reaction was cooled to 20-25° C. and methylene chloride (17 gal, 64 L) was added followed by the slow addition of water (17 gal, 64 L). The l... Reactants: Cl.Cl.COC([C@@H](N)CCCNC(N)=N)=O (L-arginine methyl ester dihydrochloride), O.O.O.O.O.O.O.O.O.O.O.O.OP(=O)([O-])[O-].[Na+].[Na+] (disodium phosphate 12 hydrate), C(CCCCCCCCCCC)OCCCCCCCCCCCC.O(CC[*:2])[*:1] (polyoxyethylene lauryl ether). The solvent is O (water), [OH-].[Na+] (sodium hydroxide). Conditions: temperature 110 celsius. The product is N[C@@H](CCCNC(N)=N)C(=O)O (L-arginine). Reaction SMILES: Cl.Cl.C[O:4][C:5](=[O:15])[C@H:6]([CH2:8][CH2:9][CH2:10][NH:11][C:12](=[NH:14])[NH2:13])[NH2:7].O.O.O.O.O.O.O.O.O.O.O.O.OP([O-])([O-])=O.[Na+].[Na+]>O.[OH-].[Na+]>[NH2:7][C@H:6]([C:5]([OH:15])=[O:4])[CH2:8][CH2:9][CH2:10][NH:11][C:12](=[NH:13])[NH2:14] |f:0.1.2,3.4.5.6.7.8.9.10.11.12.13.14.15.16.17,19.20|. Procedure: 2.61 Grams (10 mmol) of L-arginine methyl ester dihydrochloride, 1.11 g (3.1 mmol) of disodium phosphate 12 hydrate and 0.1 g of polyoxyethylene lauryl ether (“Newcol 1100”, nonionic surfactant produced by Nippon Nyukazai Co., Ltd.) were dissolved in 5.0 ml of water to prepare a treating agent solution. A cotton cloth (150 mm×170 mm, 4.8 g) was in advance treated to be immersed in 25% aqueous sodium hydroxide solution for an hour at room temperature, washed with water and dried. This treated cot... Reactants: ClC1=CC=C2C=CC(=NC2=C1)/C=C/C=1C=C(C=CC1)C(CCC1=C(C(=O)O)C=CC=C1)O (2-(3-{3-[(E)-2-(7-Chloro-quinolin-2-yl)-vinyl]-phenyl}-3-hydroxy-propyl)-benzoic acid), C1(CCCCC1)N=C=NC1CCCCC1 (dicyclohexylcarbodiimide). The reagents and catalysts are CN(C1=CC=NC=C1)C (4-dimethylamino pyridine). Solvent: ClCCl (dichloromethane). Reaction conditions: time 15 minute. Product: ClC1=CC=C2C=CC(=NC2=C1)/C=C/C=1C=C(C=CC1)C1CCC2=C(C(O1)=O)C=CC=C2 (3-{3-[(E)-2-(7-Chloro-quinolin-2-yl)-vinyl]-phenyl}-4,5-dihydro-3H-benzo[c]-oxepin-1-one). Isolated yield 86.9%. RXN SMILES: [Cl:1][C:2]1[CH:11]=[C:10]2[C:5]([CH:6]=[CH:7][C:8](/[CH:12]=[CH:13]/[C:14]3[CH:15]=[C:16]([CH:20](O)[CH2:21][CH2:22][C:23]4[CH:31]=[CH:30][CH:29]=[CH:28][C:24]=4[C:25]([OH:27])=[O:26])[CH:17]=[CH:18][CH:19]=3)=[N:9]2)=[CH:4][CH:3]=1.C1(N=C=NC2CCCCC2)CCCCC1>ClCCl.CN(C)C1C=CN=CC=1>[Cl:1][C:2]1[CH:11]=[C:10]2[C:5]([CH:6]=[CH:7][C:8](/[CH:12]=[CH:13]/[C:14]3[CH:15]=[C:16]([CH:20]4[O:27][C:25](=[O:26])[C:24]5[CH:28]=[CH:29][CH:30]=[CH:31][C:23]=5[CH2:22][CH2:21]4)[CH:17]=[CH:18][CH:19]=3)=[N:9]2)=[CH:4][CH:3]=1. Procedure details: To a stirred solution of hydroxy-acid 48 (24.0 g, 54.06 mmol) in dichloromethane (500 ml) was added 4-dimethylamino pyridine (13.23 g, 108 mmol) and stirred for 15 minutes. To the above mixture dicyclohexylcarbodiimide (14.53 g, 70.2 mmol) was added and stirred for 24 hours. The precipitated DCU was filtered off and the filtrate was concentrated. The residue obtained after concentration was suspended in THF (150 ml) and filtered to remove any residual DCU followed by washing the residue with add... The reactants are CC1c2ccccc2C(C)(O)C1C, CC1=C(C)C(C)c2ccccc21, Cc1ccccc1, Cc1ccc(S(=O)(=O)O)cc1. The product is CC1C(=O)c2ccccc2C1C. Reaction SMILES: [CH3:1][C:2]1([OH:13])[CH:3]([CH3:12])[CH:4]([CH3:11])[c:5]2[cH:6][cH:7][cH:8][cH:9][c:10]21.[CH3:25][CH:26]1[c:27]2[c:28]([cH:29][cH:30][cH:31][cH:32]2)[C:33]([CH3:34])=[C:35]1[CH3:36].[CH3:37][c:38]1[cH:39][cH:40][cH:41][cH:42][cH:43]1.[c:14]1([CH3:15])[cH:16][cH:17][c:18]([S:19]([OH:20])(=[O:21])=[O:22])[cH:23][cH:24]1>>[C:2]1(=[O:13])[CH:3]([CH3:12])[CH:4]([CH3:11])[c:5]2[cH:6][cH:7][cH:8][cH:9][c:10]21. The reactants are BrCC1=CC=C(C=C1)C1=NOC(=C1)C(=O)N (3-(4-bromomethyl-phenyl)-isoxazole-5-carboxylic acid amide), BrCC1=CC=C(C=C1)C1=NOC(=C1)C(=O)N (3-(4-bromomethyl-phenyl)-isoxazole-5-carboxylic acid amide), ClC1=CC=C(C=C1)O (4-chlorophenol), C(=O)([O-])[O-].[K+].[K+] (K2CO3). The solvent is CC#N (CH3CN). Conditions: temperature 90 celsius. The product is ClC1=CC=C(OCC2=CC=C(C=C2)C2=NOC(=C2)C(=O)N)C=C1 (3-[4-(4-chloro-phenoxymethyl)-phenyl]-isoxazole-5-carboxylic acid amide). Yield: 82.4%. As a reaction SMILES: Br[CH2:2][C:3]1[CH:8]=[CH:7][C:6]([C:9]2[CH:13]=[C:12]([C:14]([NH2:16])=[O:15])[O:11][N:10]=2)=[CH:5][CH:4]=1.[Cl:17][C:18]1[CH:23]=[CH:22][C:21]([OH:24])=[CH:20][CH:19]=1.C([O-])([O-])=O.[K+].[K+]>CC#N>[Cl:17][C:18]1[CH:23]=[CH:22][C:21]([O:24][CH2:2][C:3]2[CH:8]=[CH:7][C:6]([C:9]3[CH:13]=[C:12]([C:14]([NH2:16])=[O:15])[O:11][N:10]=3)=[CH:5][CH:4]=2)=[CH:20][CH:19]=1 |f:2.3.4|. Procedure: To a mixture of 3-(4-bromomethyl-phenyl)-isoxazole-5-carboxylic acid amide (which may be prepared as described in Preparation of Intermediate 14; 30 mg, 0.107 mmol) in CH3CN (2 mL) were added 4-chlorophenol (21 mg, 0.16 mmol) and K2CO3 (30 mg, 0.22 mmol). The mixture was heated at 90° C. for 4 h and then evaporated to dryness. The residue was purified by chromatography (66-75% EtOAc/hexanes) to give 3-[4-(4-chloro-phenoxymethyl)-phenyl]-isoxazole-5-carboxylic acid amide (29 mg, 82%) as a white s... Starting materials: COc1ccc2c(c1)CC(=O)CC2, CN1CCCC1=O, [K+], [K+], [Na+], O=C([O-])[O-], [OH-], O, Sc1ccccc1. Yields the product O=C1CCc2ccc(O)cc2C1. RXN SMILES: [CH3:1][O:2][c:3]1[cH:4][cH:5][c:6]2[c:11]([cH:12]1)[CH2:10][C:9](=[O:13])[CH2:8][CH2:7]2.[CH3:30][N:31]1[CH2:32][CH2:33][CH2:34][C:35]1=[O:36].[K+:21].[K+:22].[Na+:28].[O-:23][C:24]([O-:25])=[O:26].[OH-:27].[OH2:29].[SH:14][c:15]1[cH:16][cH:17][cH:18][cH:19][cH:20]1>>[OH:2][c:3]1[cH:4][cH:5][c:6]2[c:11]([cH:12]1)[CH2:10][C:9](=[O:13])[CH2:8][CH2:7]2. Yields the product CCOC(=O)C(C#N)C(Cc1ccc(OCc2ccccc2)cc1)c1ccccc1. RXN SMILES: [C:22](#[N:23])[C:24]([C:25](=[O:26])[O:27][CH2:28][CH3:29])=[CH:30][c:31]1[cH:32][cH:33][cH:34][cH:35][cH:36]1.[CH2:1]1[O:2][CH2:3][CH2:4][CH2:5]1.[CH2:6]([c:7]1[cH:8][cH:9][cH:10][cH:11][cH:12]1)[O:13][c:14]1[cH:15][cH:16][c:17]([CH2:18][Cl:19])[cH:20][cH:21]1.[CH3:37][c:38]1[cH:39][cH:40][cH:41][cH:42][cH:43]1>>[CH2:6]([c:7]1[cH:8][cH:9][cH:10][cH:11][cH:12]1)[O:13][c:14]1[cH:15][cH:16][c:17]([CH2:18][CH:30]([CH:24]([C:22]#[N:23])[C:25](=[O:26])[O:27][CH2:28][CH3:29])[c:31]2[cH:32][cH:33][cH:34][cH:35][cH:36]2)[cH:20][cH:21]1. Starting materials: CCOC(=O)C(C#N)=Cc1ccccc1, C1CCOC1, ClCc1ccc(OCc2ccccc2)cc1, Cc1ccccc1.